This data is from the Open Reaction Database (ORD), a public repository of structured organic reaction records. The task is: describe an organic reaction: reactants, conditions, products, and yield Yields the product COc1cc(-c2coc3ccnc(N)c23)ccc1NC(=O)OC(C)(C)C. The reactants are Nc1nccc2occ(Br)c12, COc1cc(B2OC(C)(C)C(C)(C)O2)ccc1NC(=O)OC(C)(C)C, COCCOC, [Na+], [Na+], O=C([O-])[O-], O. As a reaction SMILES: [Br:1][c:2]1[cH:3][o:4][c:5]2[c:6]1[c:7]([NH2:11])[n:8][cH:9][cH:10]2.[CH3:12][O:13][c:14]1[c:15]([NH:29][C:30]([O:31][C:32]([CH3:33])([CH3:34])[CH3:35])=[O:36])[cH:16][cH:17][c:18]([B:20]2[O:21][C:22]([CH3:23])([CH3:24])[C:25]([CH3:26])([CH3:27])[O:28]2)[cH:19]1.[CH3:43][O:44][CH2:45][CH2:46][O:47][CH3:48].[Na+:37].[Na+:38].[O-:39][C:40](=[O:41])[O-:42].[OH2:49]>>[c:2]1(-[c:18]2[cH:17][cH:16][c:15]([NH:29][C:30]([O:31][C:32]([CH3:33])([CH3:34])[CH3:35])=[O:36])[c:14]([O:13][CH3:12])[cH:19]2)[cH:3][o:4][c:5]2[c:6]1[c:7]([NH2:11])[n:8][cH:9][cH:10]2. As a reaction SMILES: [OH:1][C:2]1[CH:7]=[CH:6][C:5]([C@@H:8]2[CH2:12][CH2:11][C:10](=[O:13])[CH2:9]2)=[CH:4][CH:3]=1.Br[CH2:15][C:16]([O:18][CH3:19])=[O:17]>>[CH3:19][O:18][C:16](=[O:17])[CH2:15][O:1][C:2]1[CH:3]=[CH:4][C:5]([C@@H:8]2[CH2:12][CH2:11][C:10](=[O:13])[CH2:9]2)=[CH:6][CH:7]=1. Procedure details: (R)-3-(4-Hydroxyphenyl)cyclopentanone (0.82 g, 4.6 mmol) and methyl bromoacetate (0.9 mL, 10 mmol) were used and treated in a similar manner to (Step 4) of (Example 10) to give the title compound (1.15 g, 100%). Product: COC(COC1=CC=C(C=C1)[C@H]1CC(CC1)=O)=O ({4-[(1R)-3-Oxocyclopentyl]phenoxy}acetic acid methyl ester). Reactants: OC1=CC=C(C=C1)[C@H]1CC(CC1)=O ((R)-3-(4-Hydroxyphenyl)cyclopentanone), BrCC(=O)OC (methyl bromoacetate). The yield is 100.7%. Reagents/catalysts: CC(C)(C)[O-].[Na+], C1=CC=C(C=C1)P(C2=CC=CC=C2)C3=C(C4=CC=CC=C4C=C3)C5=C(C=CC6=CC=CC=C65)P(C7=CC=CC=C7)C8=CC=CC=C8, C1=CC=C(C=C1)/C=C/C(=O)/C=C/C2=CC=CC=C2.C1=CC=C(C=C1)/C=C/C(=O)/C=C/C2=CC=CC=C2.C1=CC=C(C=C1)/C=C/C(=O)/C=C/C2=CC=CC=C2.[Pd].[Pd]. Solvent: CC1=CC=CC=C1. Procedure details: A suspension of methyl pyrrolidine-3-carboxylate (800 mg, 6.19 mmol), 1,4-dibromobenzene (1461 mg, 6.19 mmol), TRIS(DIBENZYLIDENEACETONE)DIPALLADIUM(0) (142 mg, 0.15 mmol), 2,2'-bis(diphenylphosphino)-1,1'-binaphthyl (289 mg, 0.46 mmol) and Sodium Tert-Butoxide (714 mg, 7.43 mmol) in anhydrous toluene (30 mL) was stirred at 85 °C under nitrogen for 4 hours. The reaction was cooled to ambient temperature, diluted with Ether (100 mL) and filtered through celite. The filtrate was evaporated in vacu... Run at temperature 85 celsius. Starting materials: COC(=O)C1CCNC1, C1=CC(=CC=C1Br)Br. Product: COC(=O)C1CCN(C1)C2=CC=C(C=C2)Br. Yield: 29.1%. Starting materials: BrC1C(C=2C=CC(=CC2CC1)C#N)=O (racemic 6-bromo-5-oxo-5,6,7,8-tetrahydronaphthalene-2-carbonitrile), [N-]=[N+]=[N-].[Na+] (sodium azide). The solvent is CN(C)C=O (DMF), C(C)(=O)O (acetic acid), O (water). Conditions: time 1 hour. The product is N(=[N+]=[N-])C1C(C=2C=CC(=CC2CC1)C#N)=O (racemic 6-azido-5-oxo-5,6,7,8-tetrahydronaphthalene-2-carbonitrile). Yield: 40.0%. Reaction SMILES: Br[CH:2]1[CH2:11][CH2:10][C:9]2[CH:8]=[C:7]([C:12]#[N:13])[CH:6]=[CH:5][C:4]=2[C:3]1=[O:14].[N-:15]=[N+:16]=[N-:17].[Na+]>CN(C=O)C.C(O)(=O)C.O>[N:15]([CH:2]1[CH2:11][CH2:10][C:9]2[CH:8]=[C:7]([C:12]#[N:13])[CH:6]=[CH:5][C:4]=2[C:3]1=[O:14])=[N+:16]=[N-:17] |f:1.2|. Procedure details: To a solution of racemic 6-bromo-5-oxo-5,6,7,8-tetrahydronaphthalene-2-carbonitrile (100 mg, 0.4 mmol) in DMF (2611 mL) and acetic acid (65.3 mL) was added a solution of sodium azide (52.0 mg, 0.8 mmol) in water (522 mL) dropwise at 0° C. After 1 hour, the reaction was complete. The mixture was directly loaded to a 24 g ISCO column and purified by ISCO Combiflash Companion (0% ethyl acetate-hexane for 3 min then ramped to 20% ethyl acetate-hexane over 7 min then 20% ethyl acetate-hexane for 5 mo... Product: CCOC(=O)C(Cc1ccc(OCC=C(c2ccccc2)c2ccc(-c3ccccc3)cc2)cc1)OCC. Reaction SMILES: [CH2:23]([P:24]([CH2:25][CH2:26][CH2:27][CH3:28])[CH2:29][CH2:30][CH2:31][CH3:32])[CH2:33][CH2:34][CH3:35].[CH2:36]([CH3:37])[O:38][C:39]([CH:40]([CH2:41][c:42]1[cH:43][cH:44][c:45]([OH:48])[cH:46][cH:47]1)[O:49][CH2:50][CH3:51])=[O:52].[N:53]([C:54]([N:55]1[CH2:56][CH2:57][CH2:58][CH2:59][CH2:60]1)=[O:61])=[N:62][C:63]([N:64]1[CH2:65][CH2:66][CH2:67][CH2:68][CH2:69]1)=[O:70].[c:1]1(-[c:17]2[cH:18][cH:19][cH:20][cH:21][cH:22]2)[cH:2][cH:3][c:4]([C:7](=[CH:8][CH2:9][OH:10])[c:11]2[cH:12][cH:13][cH:14][cH:15][cH:16]2)[cH:5][cH:6]1.[cH:71]1[cH:72][cH:73][cH:74][cH:75][cH:76]1>>[c:1]1(-[c:17]2[cH:18][cH:19][cH:20][cH:21][cH:22]2)[cH:2][cH:3][c:4]([C:7](=[CH:8][CH2:9][O:10][c:45]2[cH:44][cH:43][c:42]([CH2:41][CH:40]([C:39]([O:38][CH2:36][CH3:37])=[O:52])[O:49][CH2:50][CH3:51])[cH:47][cH:46]2)[c:11]2[cH:12][cH:13][cH:14][cH:15][cH:16]2)[cH:5][cH:6]1. Reactants: CCCCP(CCCC)CCCC, CCOC(=O)C(Cc1ccc(O)cc1)OCC, O=C(N=NC(=O)N1CCCCC1)N1CCCCC1, OCC=C(c1ccccc1)c1ccc(-c2ccccc2)cc1, c1ccccc1. The reactants are C(CCCCC)(=O)Br (hexanoyl bromide), ice, CN(C(=N)N)CC(=O)[O-].[Na+] (sodium 2-(1-methylguanidino)acetate), C(CCCCC)(=O)Br (hexanoyl bromide). Yields the product CN(C(=N)N)CC(=O)OC(CN(C(=N)N)C)=O (2-(1-methylguanidino)acetic anhydride). RXN SMILES: [C:1](Br)(=[O:7])[CH2:2]CCCC.[CH3:9][N:10]([CH2:14][C:15]([O-:17])=[O:16])[C:11]([NH2:13])=[NH:12].[Na+]>>[CH3:9][N:10]([CH2:14][C:15]([O:17][C:1](=[O:7])[CH2:2][N:10]([CH3:9])[C:11]([NH2:13])=[NH:12])=[O:16])[C:11]([NH2:13])=[NH:12] |f:1.2|. Reported procedure: Finally, in a dry 2-necked, round bottomed flask, fixed with a separatory funnel, containing 10.81 g (60 mmol) of the prepared hexanoyl bromide, and side arm water condenser fixed with a dry receiving flask, is placed 13.18 g (72 mmol) of sodium 2-(1-methylguanidino)acetate. The round bottomed flask is placed in an ice bath and the hexanoyl bromide is added drop wise. After addition is completed the mixture is shaken and the ice bath is replaced by a heating mantle. The flask is then heated unti... The reactants are compounds 1, CC12CC(CC(C2CCO1)(C)C)=O (1,5,5-trimethyl-9-oxa-bicyclo[4.3.0]nonan-3-one), O=C1C=C(C(C(C1)(C)C)CCO)C (2-(4-keto-2,6,6-trimethylcyclohex-2-en-1-yl)ethanol), CC12C=CCC(C2CCO1)(C)C (1,5,5-trimethyl-9-oxa-bicyclo[4.3.0]non-2-ene). Product: CC1=CCCC(C1/C=C/C(=O)C)(C)C (α-ionone). As a reaction SMILES: O=[C:2]1[CH2:7][C:6]([CH3:9])([CH3:8])[CH:5]([CH2:10][CH2:11]O)[C:4]([CH3:13])=[CH:3]1.CC12[O:23][CH2:22][CH2:21]C1C(C)(C)CC=C2.CC12OCCC1C(C)(C)CC(=O)C2>>[CH3:13][C:4]1[CH:5](/[CH:10]=[CH:11]/[C:22]([CH3:21])=[O:23])[C:6]([CH3:9])([CH3:8])[CH2:7][CH2:2][CH:3]=1. Procedure details: Identification has been carried out by mass spectrum as stated above. The composition can be characterized by the presence of compounds 1 [2-(4-hydroxy-2,6,6-trimethylcyclohex-2-en-1-yl)ethanol] and 2 [2-(4-keto-2,6,6-trimethylcyclohex-2-en-1-yl)ethanol] and especially 3 [1,5,5-trimethyl-9-oxa-bicyclo[4.3.0]non-2-ene] and 4 [1,5,5-trimethyl-9-oxa-bicyclo[4.3.0]nonan-3-one]. (See Table A). Starting materials: C[Si](C)(C)Br (Trimethylsilylbromide), CP(OCCC1=CC=CC=C1)(=O)C1=CC=CC=C1 (methylphenyl phosphinic acid, phenethyl ester). Run at time 1 hour. The product is CP(O)(=O)C1=CC=CC=C1 (methylphenylphosphinic acid). RXN SMILES: C[Si](Br)(C)C.[CH3:6][P:7]([C:18]1[CH:23]=[CH:22][CH:21]=[CH:20][CH:19]=1)(=[O:17])[O:8]CCC1C=CC=CC=1>>[CH3:6][P:7]([C:18]1[CH:23]=[CH:22][CH:21]=[CH:20][CH:19]=1)(=[O:8])[OH:17]. Reported procedure: Trimethylsilylbromide (15 ml., 0.1 mole) is added portionwise to methylphenyl phosphinic acid, phenethyl ester (15.2 g.,0.1 mole) at a rate to maintain reflux temperature. Following the addition, the mixture is stirred one hour at ambient temperature. The volatiles are removed in vacuo. The addition of water (10 ml.) to the liquid residue (20.6 g.) results in the separation of a white solid. The mixture is stirred at ambient temperature overnight, followed by filtration, with a recovery of 14 g....